Dataset: the Open Reaction Database (ORD), a public repository of structured organic reaction records. Task: describe an organic reaction: reactants, conditions, products, and yield Reactants: OC1=CC=C(C2=CC=CC=C12)NC(C)=O (N-(4-hydroxynaphthalen-1-yl)acetamide), CC(C)([O-])C.[K+] (potassium tert-butoxide), ClC1=NC(=CN=C1)Cl (2,6-dichloropyrazine). Solvent: CN(C)C=O (DMF). Conditions: temperature 90 celsius, time 1 hour. Yields the product ClC1=CN=CC(=N1)OC1=CC=C(C2=CC=CC=C12)NC(C)=O (N-(4-(6-Chloropyrazin-2-yloxy)naphthalen-1-yl)acetamide). Isolated yield 68.2%. Reaction SMILES: [OH:1][C:2]1[C:11]2[C:6](=[CH:7][CH:8]=[CH:9][CH:10]=2)[C:5]([NH:12][C:13](=[O:15])[CH3:14])=[CH:4][CH:3]=1.CC(C)([O-])C.[K+].[Cl:22][C:23]1[CH:28]=[N:27][CH:26]=[C:25](Cl)[N:24]=1>CN(C=O)C>[Cl:22][C:23]1[N:24]=[C:25]([O:1][C:2]2[C:11]3[C:6](=[CH:7][CH:8]=[CH:9][CH:10]=3)[C:5]([NH:12][C:13](=[O:15])[CH3:14])=[CH:4][CH:3]=2)[CH:26]=[N:27][CH:28]=1 |f:1.2|. Procedure: Method KK. A mixture of N-(4-hydroxynaphthalen-1-yl)acetamide (1.22 g, 6.08 mmol) and potassium tert-butoxide (0.68 g, 6.08 mmol) in dry DMF (19 mL) was stirred for 1 hour under argon. To this mixture, 2,6-dichloropyrazine (1.09 g, 7.30 mmol) was added and the temperature was raised to 90° C. and maintained for 20 hours. The DMF was evaporated in vacuo. The resulting crude was dissolved in a (hot) mixture of AcOEt (25 mL) and acetone (175 mL) and filtered. The volume of the filtrate was reduced ... As a reaction SMILES: [C:1]1([C:21]2[CH:26]=[CH:25][CH:24]=[CH:23][CH:22]=2)[CH:6]=[CH:5][C:4]([C:7]([N:9]2[CH2:13][C:12](=[N:14][O:15][CH3:16])[CH2:11][C@H:10]2[C:17](=[N:19][OH:20])[NH2:18])=[O:8])=[CH:3][CH:2]=1.[CH3:27][N:28]1[CH2:33][CH2:32][CH2:31][CH:30]([C:34](O)=O)[CH2:29]1>>[CH3:16][O:15][N:14]=[C:12]1[CH2:11][CH:10]([C:17]2[N:18]=[C:34]([CH:30]3[CH2:31][CH2:32][CH2:33][N:28]([CH3:27])[CH2:29]3)[O:20][N:19]=2)[N:9]([C:7]([C:4]2[CH:3]=[CH:2][C:1]([C:21]3[CH:26]=[CH:25][CH:24]=[CH:23][CH:22]=3)=[CH:6][CH:5]=2)=[O:8])[CH2:13]1. Procedure: Following the general method as outlined in Example 15, starting from (2S,4EZ)-1-([1,1′-biphenyl]-4-ylcarbonyl)-N′-hydroxy-4-(methoxyimino)-2-pyrrolidinecarboximidamide (Intermediate 8) and 1-methyl-3-piperidinecarboxylic acid, the title compound was obtained in 72% yield (99.2% purity by HPLC). Isolated yield 72.0%. The product is CON=C1CN(C(C1)C1=NOC(=N1)C1CN(CCC1)C)C(=O)C1=CC=C(C=C1)C1=CC=CC=C1 ((3EZ,5RS)-1-([1,1′-biphenyl]-4-ylcarbonyl)-5-[5-(1-methyl-3-piperidinyl)-1,2,4-oxadiazol-3-yl]-3-pyrrolidinone O-methyloxime). Reactants: C1(=CC=C(C=C1)C(=O)N1[C@@H](CC(C1)=NOC)C(N)=NO)C1=CC=CC=C1 ((2S,4EZ)-1-([1,1′-biphenyl]-4-ylcarbonyl)-N′-hydroxy-4-(methoxyimino)-2-pyrrolidinecarboximidamide), C1(=CC=C(C=C1)C(=O)N1[C@@H](CC(C1)=NOC)C(N)=NO)C1=CC=CC=C1 ((2S,4EZ)-1-([1,1′-biphenyl]-4-ylcarbonyl)-N′-hydroxy-4-(methoxyimino)-2-pyrrolidinecarboximidamide), CN1CC(CCC1)C(=O)O (1-methyl-3-piperidinecarboxylic acid). Reactants: CCOc1cc(Br)c(Br)c(F)c1O, O=C([O-])[O-], CI, CN(C)C=O, [K+], [K+], O. Product: CCOc1cc(Br)c(Br)c(F)c1OC. As a reaction SMILES: [Br:1][c:2]1[c:3]([F:13])[c:4]([OH:12])[c:5]([O:9][CH2:10][CH3:11])[cH:6][c:7]1[Br:8].[C:16](=[O:17])([O-:18])[O-:19].[CH3:14][I:15].[CH3:23][N:24]([CH3:25])[CH:26]=[O:27].[K+:20].[K+:21].[OH2:22]>>[Br:1][c:2]1[c:3]([F:13])[c:4]([O:12][CH3:16])[c:5]([O:9][CH2:10][CH3:11])[cH:6][c:7]1[Br:8]. Starting materials: C=1C=CC2=C(C1)C(=O)OC2(C=3C=CC(=CC3)O)C=4C=CC(=CC4)O (phenolphthalein), C(=O)=O.CO (dry ice methanol), S(=O)(Cl)Cl (thionyl chloride), N (ammonia), N[C@@H](C(C)C)C(=O)O (l-valine), S(=O)(Cl)Cl (thionyl chloride). Solvent: C(C)(C)O (isopropanol), CCOCC (ether), O (water), C(C)(C)O (isopropanol). Yields the product C(C)(C)OC([C@@H](N)C(C)C)=O (l-valine isopropyl ester). RXN SMILES: C(=O)=O.CO.S(Cl)(Cl)=O.[NH2:10][C@H:11]([C:15]([OH:17])=[O:16])[CH:12]([CH3:14])[CH3:13].N.[CH:19]1[CH:20]=CC2C(C3C=CC(O)=CC=3)(C3C=CC(O)=CC=3)OC(=O)C=2[CH:24]=1>O.CCOCC.C(O)(C)C>[CH:19]([O:16][C:15](=[O:17])[C@H:11]([CH:12]([CH3:14])[CH3:13])[NH2:10])([CH3:20])[CH3:24] |f:0.1|. Reported procedure: One hundred and twenty-five ml (1.64 mole) of isopropanol was cooled to -10° C with a freezing mixture of dry ice-methanol, and 30 ml (0.42 mole) of thionyl chloride was added dropwise thereto while stirring. Thereafter, 25 g (0.21 mole) of l-valine was added little by little while maintaining this temperature. The reaction mixture was first raised to room temperature gradually and then finally it was reacted at 100° C for 40 hours while stirring. After completion of the reaction, unreacted thio... Starting materials: CC(C=O)(CC=C)C (2,2-dimethylpent-4-enal), C(C1=CC=CC=C1)[Mg]Cl (benzylmagnesium chloride). The solvent is CCOCC (Et2O). Conditions: temperature 0 celsius, time 1 hour. The product is CC(C(CC1=CC=CC=C1)O)(CC=C)C (3,3-Dimethyl-1-phenylhex-5-en-2-ol). Reaction SMILES: [CH3:1][C:2]([CH3:8])([CH2:5][CH:6]=[CH2:7])[CH:3]=[O:4].[CH2:9]([Mg]Cl)[C:10]1[CH:15]=[CH:14][CH:13]=[CH:12][CH:11]=1>CCOCC>[CH3:1][C:2]([CH3:8])([CH2:5][CH:6]=[CH2:7])[CH:3]([OH:4])[CH2:9][C:10]1[CH:15]=[CH:14][CH:13]=[CH:12][CH:11]=1. Reported procedure: To a solution of 2,2-dimethylpent-4-enal (11.2 g) in 200 mL of Et2O cooled to 0° C. was added dropwise a solution of benzylmagnesium chloride (70 mL, 2M in THF). After stirring for 1 h at 0° C., the reaction was quenched with 200 mL of saturated solution of NH4Cl and the product was extracted with 200 mL of 1:1 EtOAc/hexane. The extract was dried over Na2SO4 and concentrated. The residue was distilled under reduced pressure to give 16 g of the title compound. Reactants: ( a ), O=C1NN=C(C2=CC=CC=C12)CC=1C=C(C(=O)O)C=CC1 (3-(4-Oxo-3,4-dihydrophthalazin-1-ylmethyl)benzoic acid), N1(CCNCCC1)C(=O)OC(C)(C)C (tert-butyl 1-homopiperazine carboxylate). Product: N1(CCNCCC1)C(=O)C=1C=C(CC2=NNC(C3=CC=CC=C23)=O)C=CC1 (4-[3-([1,4]diazepane-1-carbonyl)benzyl]-2H-phthalazin-1-one). The yield is 97.0%. Reaction SMILES: [O:1]=[C:2]1[C:11]2[C:6](=[CH:7][CH:8]=[CH:9][CH:10]=2)[C:5]([CH2:12][C:13]2[CH:14]=[C:15]([CH:19]=[CH:20][CH:21]=2)C(O)=O)=[N:4][NH:3]1.[N:22]1([C:29](OC(C)(C)C)=[O:30])[CH2:28][CH2:27][CH2:26][NH:25][CH2:24][CH2:23]1>>[N:22]1([C:29]([C:15]2[CH:14]=[C:13]([CH:21]=[CH:20][CH:19]=2)[CH2:12][C:5]2[C:6]3[C:11](=[CH:10][CH:9]=[CH:8][CH:7]=3)[C:2](=[O:1])[NH:3][N:4]=2)=[O:30])[CH2:28][CH2:27][CH2:26][NH:25][CH2:24][CH2:23]1. Procedure details: The synthesis was carried out according to the method described in (a) above using 3-(4-oxo-3,4-dihydrophthalazin-1-ylmethyl)benzoic acid (A) and tert-butyl 1-homopiperazine carboxylate to yield 4-[3-([1,4]diazepane-1-carbonyl)benzyl]-2H-phthalazin-1-one (3) as a grey crystalline solid (5.3 g, 97%); m/z [M+1]+ 363 (97% purity); δH 2.6-3.8 (10H, m), 4.4 (2H, s), 7.2-7.5 (4H, m), 7.7-8.0 (3H, m), 8.2-8.3 (1H, m), 12.6 (1H, s).